Dataset: the Open Reaction Database (ORD), a public repository of structured organic reaction records. Task: describe an organic reaction: reactants, conditions, products, and yield The reactants are O=C([O-])[O-], CS(C)=O, ClCc1ccco1, [K+], [K+], O, O=C1c2ccccc2C(=O)N1O, OCc1ccco1. Product: O=C1c2ccccc2C(=O)N1OCc1ccco1. Reaction SMILES: [C:13](=[O:14])([O-:15])[O-:16].[CH3:34][S:35](=[O:36])[CH3:37].[Cl:19][CH2:20][c:21]1[o:22][cH:23][cH:24][cH:25]1.[K+:17].[K+:18].[OH2:33].[OH:1][N:2]1[C:3](=[O:12])[c:4]2[c:5]([cH:8][cH:9][cH:10][cH:11]2)[C:6]1=[O:7].[OH:26][CH2:27][c:28]1[o:29][cH:30][cH:31][cH:32]1>>[O:1]([N:2]1[C:3](=[O:12])[c:4]2[c:5]([cH:8][cH:9][cH:10][cH:11]2)[C:6]1=[O:7])[CH2:20][c:21]1[o:22][cH:23][cH:24][cH:25]1. Starting materials: CCOC(=O)C1C(c2cccc(OC)c2)c2ccccc2C1c1ccc2c(c1)OCO2, CCO, [K+], [OH-]. The product is COc1cccc(C2c3ccccc3C(c3ccc4c(c3)OCO4)C2C(=O)O)c1. As a reaction SMILES: [CH2:1]([CH3:2])[O:3][C:4](=[O:5])[CH:6]1[CH:7]([c:24]2[cH:25][c:26]([O:30][CH3:31])[cH:27][cH:28][cH:29]2)[c:8]2[cH:9][cH:10][cH:11][cH:12][c:13]2[CH:14]1[c:15]1[cH:16][c:17]2[c:18]([cH:19][cH:20]1)[O:21][CH2:22][O:23]2.[CH3:34][CH2:35][OH:36].[K+:33].[OH-:32]>>[O:3]=[C:4]([OH:5])[CH:6]1[CH:7]([c:24]2[cH:25][c:26]([O:30][CH3:31])[cH:27][cH:28][cH:29]2)[c:8]2[cH:9][cH:10][cH:11][cH:12][c:13]2[CH:14]1[c:15]1[cH:16][c:17]2[c:18]([cH:19][cH:20]1)[O:21][CH2:22][O:23]2. The reactants are CN1CCCC1=O, C=Cc1ccc(=O)n(C2CC2)c1, CN1CCc2[nH]c3ccc(Cl)cc3c2C1, [K+], [OH-]. Yields the product CN1CCc2c(c3cc(Cl)ccc3n2CCc2ccc(=O)n(C3CC3)c2)C1. Reaction SMILES: [CH3:30][N:31]1[CH2:32][CH2:33][CH2:34][C:35]1=[O:36].[CH:16]1([n:19]2[c:20](=[O:27])[cH:21][cH:22][c:23]([CH:25]=[CH2:26])[cH:24]2)[CH2:17][CH2:18]1.[Cl:1][c:2]1[cH:3][c:4]2[c:5]3[c:6]([nH:7][c:8]2[cH:9][cH:10]1)[CH2:11][CH2:12][N:13]([CH3:15])[CH2:14]3.[K+:29].[OH-:28]>>[Cl:1][c:2]1[cH:3][c:4]2[c:5]3[c:6]([n:7]([CH2:26][CH2:25][c:23]4[cH:22][cH:21][c:20](=[O:27])[n:19]([CH:16]5[CH2:17][CH2:18]5)[cH:24]4)[c:8]2[cH:9][cH:10]1)[CH2:11][CH2:12][N:13]([CH3:15])[CH2:14]3.